Dataset: the Open Reaction Database (ORD), a public repository of structured organic reaction records. Task: describe an organic reaction: reactants, conditions, products, and yield Starting materials: CCc1c(CCCl)sc2c1CCN(C(C)=O)C2, O=C([O-])[O-], Cc1ccccc1, CN(C)C=O, Clc1cc(Cl)c2c(C3CCNCC3)coc2c1, Cl, [I-], [K+], [K+], [K+], O. The product is CCc1c(CCN2CCC(c3coc4cc(Cl)cc(Cl)c34)CC2)sc2c1CCN(C(C)=O)C2, Cl. RXN SMILES: [C:1]([CH3:2])(=[O:3])[N:4]1[CH2:5][c:6]2[c:7]([c:10]([CH2:16][CH3:17])[c:11]([CH2:13][CH2:14][Cl:15])[s:12]2)[CH2:8][CH2:9]1.[C:36](=[O:37])([O-:38])[O-:39].[CH3:45][c:46]1[cH:47][cH:48][cH:49][cH:50][cH:51]1.[CH3:52][N:53]([CH3:54])[CH:55]=[O:56].[Cl:19][c:20]1[cH:21][c:22]([Cl:35])[cH:23][c:24]2[o:25][cH:26][c:27]([CH:29]3[CH2:30][CH2:31][NH:32][CH2:33][CH2:34]3)[c:28]12.[ClH:18].[I-:43].[K+:40].[K+:41].[K+:42].[OH2:44]>>[C:1]([CH3:2])(=[O:3])[N:4]1[CH2:5][c:6]2[c:7]([c:10]([CH2:16][CH3:17])[c:11]([CH2:13][CH2:14][N:32]3[CH2:31][CH2:30][CH:29]([c:27]4[cH:26][o:25][c:24]5[cH:23][c:22]([Cl:35])[cH:21][c:20]([Cl:19])[c:28]54)[CH2:34][CH2:33]3)[s:12]2)[CH2:8][CH2:9]1.[ClH:15].